This data is from the Open Reaction Database (ORD), a public repository of structured organic reaction records. The task is: describe an organic reaction: reactants, conditions, products, and yield Reactants: C[Si](C#CC1SC2=CC=C(C=C2C(C1)(C)C)CO)(C)C (α-trimethylsilylethynyl-4,4-dimethyl-6-thiochromanmethanol), C1CCOC1 (THF), [F-].C(CCC)[N+](CCCC)(CCCC)CCCC (tetrabutylammonium fluoride). Run in O (water). Reaction conditions: time 1 hour. The product is C(#C)C(O)C=1C=C2C(CCSC2=CC1)(C)C (α-ethynyl-4,4-dimethyl-6-thiochromanmethanol). Reaction SMILES: C[Si](C)(C)C#C[CH:5]1[CH2:14][C:13]([CH3:16])([CH3:15])[C:12]2[C:7](=[CH:8][CH:9]=[C:10]([CH2:17][OH:18])[CH:11]=2)[S:6]1.[CH2:21]1COC[CH2:22]1.[F-].C([N+](CCCC)(CCCC)CCCC)CCC>O>[C:21]([CH:17]([C:10]1[CH:11]=[C:12]2[C:7](=[CH:8][CH:9]=1)[S:6][CH2:5][CH2:14][C:13]2([CH3:15])[CH3:16])[OH:18])#[CH:22] |f:2.3|. Procedure: 5.9 g (19.4 mmol) of α-trimethylsilylethynyl-4,4-dimethyl-6-thiochromanmethanol and 50 ml of THF were introduced into a round-bottomed flask and 21.3 ml (23.3 mmol) of a tetrabutylammonium fluoride solution (1.1M in THF) were added dropwise. Stirring was carried out at room temperature for 1 hour and the reaction mixture was poured into water and extracted with ethyl ether. The organic phase was separated by settling, dried over magnesium sulfate and evaporated. The residue obtained was purified... Starting materials: CCc1cccc(CC)c1N, Cc1ccc2c(c1)C(C(=O)O)c1ccccc1CO2. Product: CCc1cccc(CC)c1NC(=O)C1c2ccccc2COc2ccc(C)cc21. RXN SMILES: [CH2:20]([CH3:21])[c:22]1[c:23]([NH2:24])[c:25]([CH2:29][CH3:30])[cH:26][cH:27][cH:28]1.[CH3:1][c:2]1[cH:3][c:4]2[c:5]([cH:18][cH:19]1)[O:6][CH2:7][c:8]1[c:9]([cH:14][cH:15][cH:16][cH:17]1)[CH:10]2[C:11](=[O:12])[OH:13]>>[CH3:1][c:2]1[cH:3][c:4]2[c:5]([cH:18][cH:19]1)[O:6][CH2:7][c:8]1[c:9]([cH:14][cH:15][cH:16][cH:17]1)[CH:10]2[C:11](=[O:12])[NH:24][c:23]1[c:22]([CH2:20][CH3:21])[cH:28][cH:27][cH:26][c:25]1[CH2:29][CH3:30].